The task is: describe an organic reaction: reactants, conditions, products, and yield. This data is from the Open Reaction Database (ORD), a public repository of structured organic reaction records. The reactants are O=C([O-])[O-], COS(=O)(=O)OC, CC(C)c1ccccc1O, CC(C)=O, [K+], [K+]. Product: COc1ccccc1C(C)C. As a reaction SMILES: [C:18](=[O:19])([O-:20])[O-:21].[CH3:11][O:12][S:13]([O:14][CH3:15])(=[O:16])=[O:17].[CH3:1][CH:2]([CH3:3])[c:4]1[cH:5][cH:6][cH:7][cH:8][c:9]1[OH:10].[CH3:24][C:25](=[O:26])[CH3:27].[K+:22].[K+:23]>>[CH3:1][CH:2]([CH3:3])[c:4]1[cH:5][cH:6][cH:7][cH:8][c:9]1[O:10][CH3:11].